The task is: describe an organic reaction: reactants, conditions, products, and yield. This data is from the Open Reaction Database (ORD), a public repository of structured organic reaction records. Starting materials: [N+](=O)([O-])C1=CC=CC=2N=C(SC21)NC(C)C2=CC=CC=C2 (7-nitro-N-(1-phenylethyl)-1,3-benzothiazol-2-amine), stannous chloride dihydrate, C([O-])(O)=O.[Na+] (sodium bicarbonate). Solvent: CN(C)C=O (DMF). Product: C1(=CC=CC=C1)C(C)NC=1SC2=C(N1)C=CC=C2N (N2-(1-Phenylethyl)-1,3-benzothiazole-2,7-diamine). The yield is 10.8%. As a reaction SMILES: [N+:1]([C:4]1[C:12]2[S:11][C:10]([NH:13][CH:14]([C:16]3[CH:21]=[CH:20][CH:19]=[CH:18][CH:17]=3)[CH3:15])=[N:9][C:8]=2[CH:7]=[CH:6][CH:5]=1)([O-])=O.C(=O)(O)[O-].[Na+]>CN(C=O)C>[C:16]1([CH:14]([NH:13][C:10]2[S:11][C:12]3[C:4]([NH2:1])=[CH:5][CH:6]=[CH:7][C:8]=3[N:9]=2)[CH3:15])[CH:17]=[CH:18][CH:19]=[CH:20][CH:21]=1 |f:1.2|. Reported procedure: To 0.165 g (0.55 mmol) of 7-nitro-N-(1-phenylethyl)-1,3-benzothiazol-2-amine in 10 mL of DMF was added 0.62 g (2.8 mmol) of stannous chloride dihydrate. The reaction was heated to 80° C. for 48 h and neutralized with saturated sodium bicarbonate. The mixture was filtered through celite and extracted with ethyl acetate. The extracts were dried in vacuo and purified by flash chromatography eluting with a 50-75% ethyl acetate/hexanes gradient mixture to give 0.016 g (11%) of the title compound as a... Starting materials: CC1=C2CCNCC2c2ccccc21, CCO, C=CC(N)=O. Yields the product CC1=C2CCN(CCC(N)=O)CC2c2ccccc21. Reaction SMILES: [CH3:1][C:2]1=[C:14]2[CH:9]([c:8]3[c:3]1[cH:4][cH:5][cH:6][cH:7]3)[CH2:10][NH:11][CH2:12][CH2:13]2.[CH3:20][CH2:21][OH:22].[NH2:15][C:16](=[O:17])[CH:18]=[CH2:19]>>[CH3:1][C:2]1=[C:14]2[CH:9]([c:8]3[c:3]1[cH:4][cH:5][cH:6][cH:7]3)[CH2:10][N:11]([CH2:19][CH2:18][C:16]([NH2:15])=[O:17])[CH2:12][CH2:13]2. The reactants are [O-]S(=O)(=S)[O-].[Na+].[Na+] (Na2S2O3), BrC=1C=C(C(=O)OC)C=C(C1)C=C (methyl 3-bromo-5-vinylbenzoate), C[N+]1(CCOCC1)[O-] (N-methylmorpholine N-oxide), solution, CC(=O)C (acetone). Reagents/catalysts: [Os](=O)(=O)(=O)=O (osmium tetraoxide). Solvent: O (water), O (water). Conditions: time 3 hour. The product is BrC=1C=C(C(=O)OC)C=C(C1)C(CO)O (Methyl 3-bromo-5-(1,2-dihydroxyethyl)benzoate). Reaction SMILES: [Br:1][C:2]1[CH:3]=[C:4]([CH:9]=C(C=C)[CH:11]=1)[C:5]([O:7][CH3:8])=[O:6].C[N+]1([O-])CC[O:18]CC1.[O-]S([O-])(=S)=O.[Na+].[Na+].[CH3:29][C:30]([CH3:32])=[O:31]>O.[Os](=O)(=O)(=O)=O>[Br:1][C:2]1[CH:3]=[C:4]([CH:9]=[C:29]([CH:30]([OH:31])[CH2:32][OH:18])[CH:11]=1)[C:5]([O:7][CH3:8])=[O:6] |f:2.3.4|. Reported procedure: To a stirred solution of methyl 3-bromo-5-vinylbenzoate (1.6 g, 6.6 mmol) and N-methylmorpholine N-oxide (2.0 g, 17.1 mmol) in acetone (40 mL) and water (10 mL) was added dropwise a 5% solution of osmium tetraoxide in water (0.50 g, 0.10 mmol). The reaction mixture was stirred at rt for 3 h, and then a saturated aq. Na2S2O3 solution was added. After being stirred for 30 min, the reaction mixture was extracted with EtOAc (100 mL×3). The combined organic layers were washed with water and brine, dr... The reactants are COC1=CC=C(CN(S(=O)(=O)C=2C=CC3=C(OCCN3C3=C(C=CC=C3)OCCOC)C2)C=2SC=CN2)C=C1 (N-(4-methoxybenzyl)-4-(2-(2-methoxyethoxyl)phenyl)-N-(thiazol-2-yl)-3,4-dihydro-2H-benzo[b][1,4]oxazine-7-sulfonamide), C(=O)(C(F)(F)F)O (TFA). The solvent is C(Cl)Cl (DCM). Run at time 2 hour. Yields the product COCCOC1=C(C=CC=C1)N1C2=C(OCC1)C=C(C=C2)S(=O)(=O)NC=2SC=CN2 (4-(2-(2-methoxyethoxyl)phenyl)-N-(thiazol-2-yl)-3,4-dihydro-2H-benzo[b][1,4]oxazine-7-sulfonamide). The yield is 16.1%. Reaction SMILES: COC1C=CC(C[N:8]([C:33]2[S:34][CH:35]=[CH:36][N:37]=2)[S:9]([C:12]2[CH:13]=[CH:14][C:15]3[N:20]([C:21]4[CH:26]=[CH:25][CH:24]=[CH:23][C:22]=4[O:27][CH2:28][CH2:29][O:30][CH3:31])[CH2:19][CH2:18][O:17][C:16]=3[CH:32]=2)(=[O:11])=[O:10])=CC=1.C(O)(C(F)(F)F)=O>C(Cl)Cl>[CH3:31][O:30][CH2:29][CH2:28][O:27][C:22]1[CH:23]=[CH:24][CH:25]=[CH:26][C:21]=1[N:20]1[CH2:19][CH2:18][O:17][C:16]2[CH:32]=[C:12]([S:9]([NH:8][C:33]3[S:34][CH:35]=[CH:36][N:37]=3)(=[O:11])=[O:10])[CH:13]=[CH:14][C:15]1=2. Procedure details: To a solution of N-(4-methoxybenzyl)-4-(2-(2-methoxyethoxyl)phenyl)-N-(thiazol-2-yl)-3,4-dihydro-2H-benzo[b][1,4]oxazine-7-sulfonamide (300 mg, 0.529 mmol) in DCM (6 mL) was added TFA (3 mL) at 0° C. The reaction mixture was stirred at ambient temperature for 2 h. After completion, the reaction mixture was quenched with saturated sodium bicarbonate solution (10 mL) and extracted with DCM (2×10 mL). The organic layer was dried over sodium sulfate and concentrated reduced pressure to obtain the cr... Reactants: CC(C)(C)OC(=O)C1CCCN2C(=O)CCC(NC(=O)c3ccccc3)C(=O)N12, O=C(Cl)OCC1c2ccccc2-c2ccccc21. Reaction SMILES: [C:1](=[O:2])([c:3]1[cH:4][cH:5][cH:6][cH:7][cH:8]1)[NH:9][CH:10]1[CH2:11][CH2:12][C:13](=[O:29])[N:14]2[N:15]([C:16]1=[O:17])[CH:18]([C:22](=[O:23])[O:24][C:25]([CH3:26])([CH3:27])[CH3:28])[CH2:19][CH2:20][CH2:21]2.[cH:30]1[cH:31][cH:32][cH:33][c:34]2[c:42]1[CH:41]([CH2:43][O:44][C:45](=[O:46])[Cl:47])[c:40]1[c:35]-2[cH:36][cH:37][cH:38][cH:39]1>>[NH:9]([CH:10]1[CH2:11][CH2:12][C:13](=[O:29])[N:14]2[N:15]([C:16]1=[O:17])[CH:18]([C:22](=[O:23])[O:24][C:25]([CH3:26])([CH3:27])[CH3:28])[CH2:19][CH2:20][CH2:21]2)[C:45]([O:44][CH2:43][CH:41]1[c:40]2[c:35]([cH:36][cH:37][cH:38][cH:39]2)-[c:34]2[cH:33][cH:32][cH:31][cH:30][c:42]21)=[O:46]. The product is CC(C)(C)OC(=O)C1CCCN2C(=O)CCC(NC(=O)OCC3c4ccccc4-c4ccccc43)C(=O)N12.